From a dataset of the Open Reaction Database (ORD), a public repository of structured organic reaction records. describe an organic reaction: reactants, conditions, products, and yield Reactants: Br, CCOc1ccccc1C(=O)O, COCCn1c(=N)sc2ccccc21. Product: CCOc1ccccc1C(=O)N=c1sc2ccccc2n1CCOC. Reaction SMILES: [BrH:1].[CH2:16]([CH3:17])[O:18][c:19]1[c:20]([C:21](=[O:22])[OH:23])[cH:24][cH:25][cH:26][cH:27]1.[CH3:2][O:3][CH2:4][CH2:5][n:6]1[c:7](=[NH:15])[s:8][c:9]2[c:10]1[cH:11][cH:12][cH:13][cH:14]2>>[CH3:2][O:3][CH2:4][CH2:5][n:6]1[c:7](=[N:15][C:21]([c:20]2[c:19]([O:18][CH2:16][CH3:17])[cH:27][cH:26][cH:25][cH:24]2)=[O:22])[s:8][c:9]2[c:10]1[cH:11][cH:12][cH:13][cH:14]2. Starting materials: C1(CC1)C(C)OCC(=O)O ((1-cyclopropylethoxy)acetic acid), OC(C(=O)C1=CC=C(C=C1)S(=O)(=O)C)(CC)C (2-hydroxy-2-methyl-1-(4-(methylsulfonyl)phenyl)butan-1-one). The product is C[C@](C(=O)C1=CC=C(C=C1)S(=O)(=O)C)(CC)OC(COC(C)C1CC1)=O ((1-cyclopropylethoxy)acetic acid 2(R)-methyl-1-(4-(methylsulfonyl)phenyl)butan-1 -one-2yl ester). Reaction SMILES: [CH:1]1([CH:4]([O:6][CH2:7][C:8]([OH:10])=[O:9])[CH3:5])[CH2:3][CH2:2]1.O[C:12]([CH3:27])([CH2:25][CH3:26])[C:13]([C:15]1[CH:20]=[CH:19][C:18]([S:21]([CH3:24])(=[O:23])=[O:22])=[CH:17][CH:16]=1)=[O:14]>>[CH3:27][C@@:12]([O:9][C:8](=[O:10])[CH2:7][O:6][CH:4]([CH:1]1[CH2:3][CH2:2]1)[CH3:5])([CH2:25][CH3:26])[C:13]([C:15]1[CH:20]=[CH:19][C:18]([S:21]([CH3:24])(=[O:23])=[O:22])=[CH:17][CH:16]=1)=[O:14]. Procedure details: The title compound was prepared as described in Example 134 Step 2 using (1-cyclopropylethoxy)acetic acid and 2(R) 2-hydroxy-2-methyl-1-(4-(methylsulfonyl)phenyl)butan-1-one from Example 117, Step 3. The reactants are C(C)(C)(C)OC(=O)N1CCC(CC1)NC1=CC=C(C=C1)OCCCC (1-(tert-Butoxycarbonyl)-4-[(4-butoxyphenyl)amino]piperidine), ClCC1=CC(=NC=C1)C1=CC(=C(C(=C1)OC)OC)OC (4-chloromethyl-2-(3,4,5-trimethoxyphenyl)pyridine). The product is C(C)(C)(C)OC(=O)N1CCC(CC1)N(CC1=CC(=NC=C1)C1=CC(=C(C(=C1)OC)OC)OC)C1=CC=C(C=C1)OCCCC (1-(tert-Butoxycarbonyl)-4-[N-(4-butoxyphenyl)-N-[[2-(3,4,5-trimethoxyphenyl)pyridin-4-yl]methyl]amino]piperidine). As a reaction SMILES: [C:1]([O:5][C:6]([N:8]1[CH2:13][CH2:12][CH:11]([NH:14][C:15]2[CH:20]=[CH:19][C:18]([O:21][CH2:22][CH2:23][CH2:24][CH3:25])=[CH:17][CH:16]=2)[CH2:10][CH2:9]1)=[O:7])([CH3:4])([CH3:3])[CH3:2].Cl[CH2:27][C:28]1[CH:33]=[CH:32][N:31]=[C:30]([C:34]2[CH:39]=[C:38]([O:40][CH3:41])[C:37]([O:42][CH3:43])=[C:36]([O:44][CH3:45])[CH:35]=2)[CH:29]=1>>[C:1]([O:5][C:6]([N:8]1[CH2:13][CH2:12][CH:11]([N:14]([C:15]2[CH:20]=[CH:19][C:18]([O:21][CH2:22][CH2:23][CH2:24][CH3:25])=[CH:17][CH:16]=2)[CH2:27][C:28]2[CH:33]=[CH:32][N:31]=[C:30]([C:34]3[CH:39]=[C:38]([O:40][CH3:41])[C:37]([O:42][CH3:43])=[C:36]([O:44][CH3:45])[CH:35]=3)[CH:29]=2)[CH2:10][CH2:9]1)=[O:7])([CH3:4])([CH3:3])[CH3:2]. Reported procedure: 1-(tert-Butoxycarbonyl)-4-[(4-butoxyphenyl)amino]piperidine (696 mg) and 4-chloromethyl-2-(3,4,5-trimethoxyphenyl)pyridine (588 mg) was treated in the same manner as described in Example 9 to give light yellow amorphous of the title compound. Reactants: BrC1=CC(=C(C=C1)S(=O)(=O)NCCC)OC(F)(F)F (4-bromo-N-propyl-2-(trifluoromethoxy)benzenesulfonamide), C(C)(C)(C)P(C(C)(C)C)C(C)(C)C (Tri-t-butylphosphine), C(#N)C1=CC=C(N1C)B(O)O (5-cyano-1-methyl-1H-pyrrol-2-ylboronic acid), [F-].[K+] (potassium fluoride). Reagents/catalysts: C=1C=CC(=CC1)/C=C/C(=O)/C=C/C2=CC=CC=C2.C=1C=CC(=CC1)/C=C/C(=O)/C=C/C2=CC=CC=C2.C=1C=CC(=CC1)/C=C/C(=O)/C=C/C2=CC=CC=C2.[Pd].[Pd] (tris(dibenzylideneacetone)dipalladium). Reaction conditions: time 16 hour. The product is C(#N)C1=CC=C(N1C)C1=CC(=C(C=C1)S(=O)(=O)NCCC)OC(F)(F)F (4-(5-cyano-1-methyl-1H-pyrrol-2-yl)-N-propyl-2-(trifluoromethoxy)benzenesulfonamide). Yield: 28.9%. As a reaction SMILES: Br[C:2]1[CH:7]=[CH:6][C:5]([S:8]([NH:11][CH2:12][CH2:13][CH3:14])(=[O:10])=[O:9])=[C:4]([O:15][C:16]([F:19])([F:18])[F:17])[CH:3]=1.[C:20]([C:22]1[N:26]([CH3:27])[C:25](B(O)O)=[CH:24][CH:23]=1)#[N:21].[F-].[K+].C(P(C(C)(C)C)C(C)(C)C)(C)(C)C>C1C=CC(/C=C/C(/C=C/C2C=CC=CC=2)=O)=CC=1.C1C=CC(/C=C/C(/C=C/C2C=CC=CC=2)=O)=CC=1.C1C=CC(/C=C/C(/C=C/C2C=CC=CC=2)=O)=CC=1.[Pd].[Pd]>[C:20]([C:22]1[N:26]([CH3:27])[C:25]([C:2]2[CH:7]=[CH:6][C:5]([S:8]([NH:11][CH2:12][CH2:13][CH3:14])(=[O:10])=[O:9])=[C:4]([O:15][C:16]([F:19])([F:18])[F:17])[CH:3]=2)=[CH:24][CH:23]=1)#[N:21] |f:2.3,5.6.7.8.9|. Procedure: According to general procedure B, 4-bromo-N-propyl-2-(trifluoromethoxy)benzenesulfonamide (217 mg, 0.59 mmol), 5-cyano-1-methyl-1H-pyrrol-2-ylboronic acid (107 mg, 0.71 mmol), potassium fluoride (113 mg, 1.95 mmol), and tris(dibenzylideneacetone)dipalladium (0) (15 mg, 0.01 mmol) were placed in an oven dried flask under nitrogen and dry THF (1.4 mL) was added. Tri-t-butylphosphine (89 μL, 0.02 mmol, 10 wt % in hexane) was added and the reaction was stirred for 16 hours. 4-(5-cyano-1-methyl-1H-py... The reactants are C([O-])(O)=O.[Na+] (Sodium bicarbonate), Cl.NCC#CCO (4-aminobut-2-yn-1-ol hydrochloride), C1(CC(C(CC1)C(C)C)C(=O)Cl)C (p-menth-3-oyl chloride). Solvent: O (water), CCOCC (ether). Run at time 2 hour. The product is OCC#CCNC(=O)C1CC(CCC1C(C)C)C (N-(4-hydroxybut-2-ynyl)-p-menthane-3-carboxamide). Reaction SMILES: C(=O)(O)[O-].[Na+].Cl.[NH2:7][CH2:8][C:9]#[C:10][CH2:11][OH:12].[CH:13]1([CH3:25])[CH2:18][CH2:17][CH:16]([CH:19]([CH3:21])[CH3:20])[CH:15]([C:22](Cl)=[O:23])[CH2:14]1>O.CCOCC>[OH:12][CH2:11][C:10]#[C:9][CH2:8][NH:7][C:22]([CH:15]1[CH:16]([CH:19]([CH3:21])[CH3:20])[CH2:17][CH2:18][CH:13]([CH3:25])[CH2:14]1)=[O:23] |f:0.1,2.3|. Procedure: Sodium bicarbonate (2.5 g.) and 4-aminobut-2-yn-1-ol hydrochloride (2.5 g.) were dissolved in water (60 ml.) and a solution of p-menth-3-oyl chloride in ether (100 ml.) added. The mixture was stirred vigorously for two hours and the ether layer separated and dried over MgSO4. Evaporation of the ether gave N-(4-hydroxybut-2-ynyl)-p-menthane-3-carboxamide as a very viscous liquid: b.p. 180°/0.1 mm.